This data is from the Open Reaction Database (ORD), a public repository of structured organic reaction records. The task is: describe an organic reaction: reactants, conditions, products, and yield Reactants: IC1=CC(=C(N)C(=C1)[N+](=O)[O-])C (4-iodo-2-methyl-6-nitroaniline), C(C)OC(C(F)(F)Br)=O (2-bromo-2,2-difluoroacetic acid ethyl ester). The reagents and catalysts are [Cu] (copper). Run in CS(=O)C (DMSO). Reaction conditions: temperature 60 celsius. The product is C(C)OC(C(F)(F)C1=CC(=C(C(=C1)[N+](=O)[O-])N)C)=O ((4-Amino-3-methyl-5-nitro-phenyl)-difluoro-acetic acid ethyl ester). The yield is 65.3%. Reaction SMILES: I[C:2]1[CH:8]=[C:7]([N+:9]([O-:11])=[O:10])[C:5]([NH2:6])=[C:4]([CH3:12])[CH:3]=1.[CH2:13]([O:15][C:16](=[O:21])[C:17](Br)([F:19])[F:18])[CH3:14]>CS(C)=O.[Cu]>[CH2:13]([O:15][C:16](=[O:21])[C:17]([C:2]1[CH:8]=[C:7]([N+:9]([O-:11])=[O:10])[C:5]([NH2:6])=[C:4]([CH3:12])[CH:3]=1)([F:19])[F:18])[CH3:14]. Procedure details: To a solution of 4-iodo-2-methyl-6-nitroaniline (2.78 g, 10 mmol) and 2-bromo-2,2-difluoroacetic acid ethyl ester (2.03 g, 10 mmol) in anhydrous DMSO (20 mL) was added copper powder (1.28 g, 20 mmol). The mixture was purged with N2 and heated at 60° C. in a sealed vial for 14 h. After being cooled to the room temperature, the reaction mixture was poured into 20% aqueous NH4Cl solution (300 mL). The resulting mixture was basified to pHY=8.5 with saturated aqueous Na2CO3 solution and was extracted... The reactants are O (water), C([O-])(O)=O.[Na+] (sodium bicarbonate), O1CCN(CC1)CCNC=1C=C2C(=C(C=NC2=CN1)C#N)NC1=CC(=CC=C1)[N+](=O)[O-] (6-(2-morpholinoethylamino)-4-(3-nitrophenylamino)-1,7-naphthyridine-3-carbonitrile), O.O.Cl[Sn]Cl (SnCl2.2H2O). The solvent is CO (methyl alcohol), C(C)O (ethyl alcohol), ClCCl (dichloromethane). Reaction conditions: time 1 hour. Yields the product NC=1C=C(C=CC1)NC1=C(C=NC2=CN=C(C=C12)NCCN1CCOCC1)C#N (4-(3-aminophenylamino)-6-(2-morpholinoethylamino)-1,7-naphthyridine-3-carbonitrile). Isolated yield 38.1%. Reaction SMILES: [O:1]1[CH2:6][CH2:5][N:4]([CH2:7][CH2:8][NH:9][C:10]2[CH:11]=[C:12]3[C:17](=[CH:18][N:19]=2)[N:16]=[CH:15][C:14]([C:20]#[N:21])=[C:13]3[NH:22][C:23]2[CH:28]=[CH:27][CH:26]=[C:25]([N+:29]([O-])=O)[CH:24]=2)[CH2:3][CH2:2]1.O.O.Cl[Sn]Cl.O.C(=O)(O)[O-].[Na+]>C(O)C.ClCCl.CO>[NH2:29][C:25]1[CH:24]=[C:23]([NH:22][C:13]2[C:12]3[C:17](=[CH:18][N:19]=[C:10]([NH:9][CH2:8][CH2:7][N:4]4[CH2:5][CH2:6][O:1][CH2:2][CH2:3]4)[CH:11]=3)[N:16]=[CH:15][C:14]=2[C:20]#[N:21])[CH:28]=[CH:27][CH:26]=1 |f:1.2.3,5.6|. Procedure details: A mixture of 6-(2-morpholinoethylamino)-4-(3-nitrophenylamino)-1,7-naphthyridine-3-carbonitrile (120 mg, 0.29 mmol, 1 eq) and SnCl2.2H2O (348 mg, 1.54 mmol, 5.3 eq) in ethyl alcohol (12 mL) was heated to reflux for 2.5 hr. After cooling to room temperature, water (10 mL) was added followed by sodium bicarbonate (500 mg). The mixture was stirred at room temperature for 1 hr. Ethyl acetate extraction followed by column chromatography (3-5% methyl alcohol in dichloromethane) yield 43 mg product (39... Reactants: [Na].OC=C1C(OCC1)=O (3-hydroxymethylenedihydrofuran-2-one sodium salt), ClC1=C(CN)C=CC=C1 (2-chlorobenzylamine). Yields the product ClC1=C(CNC=C2C(OCC2)=O)C=CC=C1 (3-(2-chlorobenzylamino)methylenedihydrofuran-2-one). Isolated yield 64.8%. Reaction SMILES: [Na].O[CH:3]=[C:4]1[CH2:8][CH2:7][O:6][C:5]1=[O:9].[Cl:10][C:11]1[CH:18]=[CH:17][CH:16]=[CH:15][C:12]=1[CH2:13][NH2:14]>>[Cl:10][C:11]1[CH:18]=[CH:17][CH:16]=[CH:15][C:12]=1[CH2:13][NH:14][CH:3]=[C:4]1[CH2:8][CH2:7][O:6][C:5]1=[O:9] |f:0.1,^1:0|. Reported procedure: Using 3-hydroxymethylenedihydrofuran-2-one sodium salt (10 mmol) and 2-chlorobenzylamine (11 mmol) and proceeding according to the abovementioned method A2, 3-(2-chlorobenzylamino)methylenedihydrofuran-2-one (1.54 g, efficiency: 75%) is produced in the form of a white powder. Reactants: OCC=1C=C(CC(C(=O)OC)C(=O)OC)C=CC1 (dimethyl 2-[3-(hydroxymethyl)benzyl]malonate), ClC1=C(C=CC=C1)N=C=O (2-chlorophenylisocyanate). Yields the product ClC1=C(NC(=O)OCC=2C=C(CC(C(=O)OC)C(=O)OC)C=CC2)C=CC=C1 (Dimethyl 2-[3-({[(2-chloroanilino)carbonyl]oxy}-methyl)benzyl]malonate). As a reaction SMILES: [OH:1][CH2:2][C:3]1[CH:4]=[C:5]([CH:16]=[CH:17][CH:18]=1)[CH2:6][CH:7]([C:12]([O:14][CH3:15])=[O:13])[C:8]([O:10][CH3:11])=[O:9].[Cl:19][C:20]1[CH:25]=[CH:24][CH:23]=[CH:22][C:21]=1[N:26]=[C:27]=[O:28]>>[Cl:19][C:20]1[CH:25]=[CH:24][CH:23]=[CH:22][C:21]=1[NH:26][C:27]([O:1][CH2:2][C:3]1[CH:4]=[C:5]([CH:16]=[CH:17][CH:18]=1)[CH2:6][CH:7]([C:8]([O:10][CH3:11])=[O:9])[C:12]([O:14][CH3:15])=[O:13])=[O:28]. Reported procedure: Using dimethyl 2-[3-(hydroxymethyl)benzyl]malonate and 2-chlorophenylisocyanate, the title compound was obtained in the same manner as described in Example 192b). Reactants: 2S,4S-methyl 2-tert-butyl-1,3-thiazolidine-3-formyl-4-carboxylate, C(C)(C)[N-]C(C)C.[Li+] (lithium diisopropylamide), 2S,4S-Methyl 2-tert-butyl-1,3-thiazolidine-3-formyl-4-methyl-4-carboxylate, 2S-methyl 2-tert-butyl-1,3-thiazolidine-4-carboxylate, formyl, CC(C)(C)C=O (pivaldehyde), C[C@@](N)(CS)C(=O)O ((S)-α-methylcysteine), ( 24 ), 2S,4S-methyl 2-tert-butyl-1,3-thiazolidine-3-formyl-4-methyl-4-carboxylate, COC([C@H](N)CS)=O ((S)-cysteine methyl ester). The product is OC1=C(C=CC=C1)C=1SC[C@@](N1)(C(=O)O)C (4,5-dihydro-2-(2-hydroxyphenyl)-4-methylthiazole-4-(S)-carboxylic acid), enolate. Reaction SMILES: [CH3:1][C@:2]([C:6]([OH:8])=[O:7])([CH2:4][SH:5])[NH2:3].CO[C:11](=O)[C@@H:12]([CH2:14]S)N.[CH3:17][C:18]([CH:21]=[O:22])(C)[CH3:19].C([N-]C(C)C)(C)C.[Li+]>>[OH:22][C:21]1[CH:14]=[CH:12][CH:11]=[CH:17][C:18]=1[C:19]1[S:5][CH2:4][C@:2]([CH3:1])([C:6]([OH:8])=[O:7])[N:3]=1 |f:3.4|. Procedure: Substituted thiazolines, such as, for example, 4,5-dihydro-2-(2,4-dihydroxyphenyl)-4-methylthiazole-4-(S)-carboxylic acid, 4,5-dihydro-2-(2,3-di-hydroxyphenyl)-4-methylthiazole-4-(S)-carboxylic acid, 4,5-dihydro-2-(2-hydroxy-3-methoxyphenyl)-4-methylthiazole-4-(S)-carboxylic acid, 4,5-dihydro-2-(4-carboxy-2-hydroxyphenyl)-4-methylthiazole-4-(S)-carboxylic acid, 4,5-dihydro-2-(2-hydroxyphenyl)-4-methylthiazole-4-(S)-carboxylic acid, 4,5-dihydro-2-(3-hydroxyquinolin-2-yl)-4-methylthiazole-4-(S)-ca... Starting materials: CC1CC2C3CCC4=CC(=O)C=CC4(C)C3=CCC2(C)C1C(=O)COS(=O)(=O)c1ccc(Br)cc1, c1c(NC2CCCC2)nc(NC2CCCC2)nc1N1CCNCC1. The product is CC1CC2C3CCC4=CC(=O)C=CC4(C)C3=CCC2(C)C1C(=O)CN1CCN(c2cc(NC3CCCC3)nc(NC3CCCC3)n2)CC1. Reaction SMILES: [Br:1][c:2]1[cH:3][cH:4][c:5]([S:6]([O:7][CH2:12][C:13]([CH:14]2[CH:15]([CH3:34])[CH2:16][CH:17]3[CH:18]4[CH2:19][CH2:20][C:21]5=[CH:22][C:23](=[O:33])[CH:24]=[CH:25][C:26]5([CH3:27])[C:28]4=[CH:29][CH2:30][C:31]23[CH3:32])=[O:35])(=[O:8])=[O:9])[cH:10][cH:11]1.[CH:36]1([NH:41][c:42]2[n:43][c:44]([N:54]3[CH2:55][CH2:56][NH:57][CH2:58][CH2:59]3)[cH:45][c:46]([NH:48][CH:49]3[CH2:50][CH2:51][CH2:52][CH2:53]3)[n:47]2)[CH2:37][CH2:38][CH2:39][CH2:40]1>>[CH2:12]([C:13]([CH:14]1[CH:15]([CH3:34])[CH2:16][CH:17]2[CH:18]3[CH2:19][CH2:20][C:21]4=[CH:22][C:23](=[O:33])[CH:24]=[CH:25][C:26]4([CH3:27])[C:28]3=[CH:29][CH2:30][C:31]12[CH3:32])=[O:35])[N:57]1[CH2:56][CH2:55][N:54]([c:44]2[n:43][c:42]([NH:41][CH:36]3[CH2:37][CH2:38][CH2:39][CH2:40]3)[n:47][c:46]([NH:48][CH:49]3[CH2:50][CH2:51][CH2:52][CH2:53]3)[cH:45]2)[CH2:59][CH2:58]1. Starting materials: CCC(CC)(c1ccc(-c2cncc(CC(=O)OC)c2)cc1)c1ccc(OCC(O)C(C)(C)C)c(C)c1, CO, [Cl-], [NH4+], [Na+], C1CCOC1, [OH-]. The product is CCC(CC)(c1ccc(-c2cncc(CC(=O)O)c2)cc1)c1ccc(OCC(O)C(C)(C)C)c(C)c1. As a reaction SMILES: [CH3:3][O:4][C:5]([CH2:6][c:7]1[cH:8][n:9][cH:10][c:11](-[c:13]2[cH:14][cH:15][c:16]([C:19]([CH2:20][CH3:21])([c:22]3[cH:23][c:24]([CH3:36])[c:25]([O:28][CH2:29][CH:30]([C:31]([CH3:32])([CH3:33])[CH3:34])[OH:35])[cH:26][cH:27]3)[CH2:37][CH3:38])[cH:17][cH:18]2)[cH:12]1)=[O:39].[CH3:47][OH:48].[Cl-:40].[NH4+:41].[Na+:2].[O:42]1[CH2:43][CH2:44][CH2:45][CH2:46]1.[OH-:1]>>[O:4]=[C:5]([CH2:6][c:7]1[cH:8][n:9][cH:10][c:11](-[c:13]2[cH:14][cH:15][c:16]([C:19]([CH2:20][CH3:21])([c:22]3[cH:23][c:24]([CH3:36])[c:25]([O:28][CH2:29][CH:30]([C:31]([CH3:32])([CH3:33])[CH3:34])[OH:35])[cH:26][cH:27]3)[CH2:37][CH3:38])[cH:17][cH:18]2)[cH:12]1)[OH:39].